From a dataset of the Open Reaction Database (ORD), a public repository of structured organic reaction records. describe an organic reaction: reactants, conditions, products, and yield The reactants are Cn1c(=O)c(Br)cc2cnn(-c3c(F)cccc3F)c21, COc1ccc(P2(=S)SP(=S)(c3ccc(OC)cc3)S2)cc1, Cc1ccccc1. The product is Cn1c(=S)c(Br)cc2cnn(-c3c(F)cccc3F)c21. RXN SMILES: [Br:23][c:24]1[cH:25][c:26]2[c:27]([n:28]([CH3:31])[c:29]1=[O:30])[n:32](-[c:35]1[c:36]([F:42])[cH:37][cH:38][cH:39][c:40]1[F:41])[n:33][cH:34]2.[CH3:1][O:2][c:3]1[cH:4][cH:5][c:6]([P:7]2(=[S:10])[S:8][P:9]([c:11]3[cH:12][cH:13][c:14]([O:15][CH3:16])[cH:17][cH:18]3)(=[S:19])[S:20]2)[cH:21][cH:22]1.[CH3:43][c:44]1[cH:45][cH:46][cH:47][cH:48][cH:49]1>>[S:10]=[c:29]1[c:24]([Br:23])[cH:25][c:26]2[c:27]([n:28]1[CH3:31])[n:32](-[c:35]1[c:36]([F:42])[cH:37][cH:38][cH:39][c:40]1[F:41])[n:33][cH:34]2. The reactants are Cc1nc(C#N)ccc1Br, CCO, NN, O. The product is Cc1nc(C(=N)NN)ccc1Br. As a reaction SMILES: [Br:4][c:5]1[cH:6][cH:7][c:8]([C:12]#[N:13])[n:9][c:10]1[CH3:11].[CH3:14][CH2:15][OH:16].[NH2:2][NH2:3].[OH2:1]>>[NH:2]([NH2:3])[C:12]([c:8]1[cH:7][cH:6][c:5]([Br:4])[c:10]([CH3:11])[n:9]1)=[NH:13]. The reactants are Brc1ccc(I)cc1, CCC1(COCCCCCCBr)COC1, C1CCOC1, [Cl-], I, [NH4+], [Zn]. Yields the product CCC1(COCCCCCCc2ccc(Br)cc2)COC1. RXN SMILES: [Br:17][c:18]1[cH:19][cH:20][c:21]([I:24])[cH:22][cH:23]1.[Br:2][CH2:3][CH2:4][CH2:5][CH2:6][CH2:7][CH2:8][O:9][CH2:10][C:11]1([CH2:15][CH3:16])[CH2:12][O:13][CH2:14]1.[CH2:28]1[O:29][CH2:30][CH2:31][CH2:32]1.[Cl-:25].[I:1].[NH4+:26].[Zn:27]>>[CH2:3]([CH2:4][CH2:5][CH2:6][CH2:7][CH2:8][O:9][CH2:10][C:11]1([CH2:15][CH3:16])[CH2:12][O:13][CH2:14]1)[c:21]1[cH:20][cH:19][c:18]([Br:17])[cH:23][cH:22]1. The reactants are COC1=C(C(=CC=C1)OC)C1CCC(N1CC1=CC=C(C=C1)O)=O (5-(2,6-dimethoxyphenyl)-1-(4-hydroxybenzyl)pyrrolidin-2-one), BrC=1SC=C(N1)C (2-bromo-4-methylthiazole), C(=O)([O-])[O-].[Cs+].[Cs+] (Cs2CO3), CC(C)(C(CC(C(C)(C)C)=O)=O)C (2,2,6,6-tetramethylheptane-3,5-dione). The reagents and catalysts are Cl[Cu] (CuCl). Solvent: CN1CCCC1=O (NMP), C1(=CC=CC=C1)C (toluene), CCOC(=O)C (AcOEt), O (Water). Product: COC1=C(C(=CC=C1)OC)C1CCC(N1CC1=CC=C(C=C1)OC=1SC=C(N1)C)=O (5-(2,6-dimethoxyphenyl)-1-(4-((4-methylthiazol-2-yl)oxy)benzyl)pyrrolidin-2-one). Reaction SMILES: [CH3:1][O:2][C:3]1[CH:8]=[CH:7][CH:6]=[C:5]([O:9][CH3:10])[C:4]=1[CH:11]1[N:15]([CH2:16][C:17]2[CH:22]=[CH:21][C:20]([OH:23])=[CH:19][CH:18]=2)[C:14](=[O:24])[CH2:13][CH2:12]1.Br[C:26]1[S:27][CH:28]=[C:29]([CH3:31])[N:30]=1.C([O-])([O-])=O.[Cs+].[Cs+].CC(C)(C(=O)CC(=O)C(C)(C)C)C>CN1C(=O)CCC1.Cl[Cu].C1(C)C=CC=CC=1.CCOC(C)=O.O>[CH3:1][O:2][C:3]1[CH:8]=[CH:7][CH:6]=[C:5]([O:9][CH3:10])[C:4]=1[CH:11]1[N:15]([CH2:16][C:17]2[CH:18]=[CH:19][C:20]([O:23][C:26]3[S:27][CH:28]=[C:29]([CH3:31])[N:30]=3)=[CH:21][CH:22]=2)[C:14](=[O:24])[CH2:13][CH2:12]1 |f:2.3.4|. Procedure details: In a microwave tube, a mixture of 5-(2,6-dimethoxyphenyl)-1-(4-hydroxybenzyl)pyrrolidin-2-one (prepared as described in example 282; 60 mg; 0.18 mmol), commercially available 2-bromo-4-methylthiazole (65 mg; 0.36 mmol), Cs2CO3 (66 mg; 0.20 mmol), CuCl (9 mg; 0.09 mmol), and commercially available 2,2,6,6-tetramethylheptane-3,5-dione (34 mg; 0.18 mmol) in anh. NMP (1 ml) was sealed and irradiated by microwave (175° C.; 10 min.). Water (1 ml), AcOEt (2 ml), and toluene (1 ml) were added, and the r... Reactants: CSc1ccc(N)cc1, O=C(OO)c1cccc(Cl)c1. Yields the product CS(=O)c1ccc(N)cc1. RXN SMILES: [CH3:1][S:2][c:3]1[cH:4][cH:5][c:6]([NH2:7])[cH:8][cH:9]1.[Cl:10][c:11]1[cH:12][cH:13][cH:14][c:15]([C:16]([O:17][OH:19])=[O:18])[cH:20]1>>[CH3:1][S:2]([c:3]1[cH:4][cH:5][c:6]([NH2:7])[cH:8][cH:9]1)=[O:18]. Reactants: NC1=C(C=C(C=C1N)Cl)C(F)(F)F (2,3-diamino-5-chlorobenzotrifluoride), O.O.C(C(=O)O)(=O)O (oxalic acid dihydrate). Solvent: Cl (HCl), [OH-].[Na+] (NaOH). Yields the product ClC1=CC(=C2NC(C(NC2=C1)=O)=O)C(F)(F)F (7-Chloro-5-trifluoromethyl-1,4-dihydro-2,3-quinoxalinedione). Isolated yield 50.5%. As a reaction SMILES: [NH2:1][C:2]1[C:7]([NH2:8])=[CH:6][C:5]([Cl:9])=[CH:4][C:3]=1[C:10]([F:13])([F:12])[F:11].O.O.[C:16](O)(=[O:20])[C:17](O)=[O:18]>Cl.[OH-].[Na+]>[Cl:9][C:5]1[CH:6]=[C:7]2[C:2]([NH:1][C:16](=[O:20])[C:17](=[O:18])[NH:8]2)=[C:3]([C:10]([F:13])([F:11])[F:12])[CH:4]=1 |f:1.2.3,5.6|. Procedure: A mixture of 2,3-diamino-5-chlorobenzotrifluoride (180 mg, 0.86 mmol) and oxalic acid dihydrate (108 mg, 0.86 mmol, used as received) in 2N HCl (4 mL) was refluxed at 120°-5° C. for 3 h, then cooled to room temperature. The mixture was centrifuged and the liquid layer was removed. The yellow solid was washed by cold water (2×2 mL), collected by filtration, and dried at 60° C. for 2 h, affording 136 mg of crude title compound (53%) as a yellow powder. The crude title compound was dissolved in 1N ... Starting materials: [O-]S(=O)S(=O)[O-].[Na+].[Na+] (Na2S2O4), BrC=1C(=C(C(=NC1)N)[N+](=O)[O-])N1CCN(CC1)CC1=NOC(=C1)C (5-bromo-4-[4-(5-methyl-isoxazol-3-ylmethyl)-piperazin-1-yl]-3-nitro-pyridin-2-ylamine), CCO (EtOH), COC1=CC=C(C=O)C=C1 (4-methoxybenzaldehyde), CCO (EtOH). The solvent is C(C)OCC (diethyl ether). Conditions: temperature 70 celsius, time 18 hour. Product: BrC=1C(=C2C(=NC1)NC(=N2)C2=CC=C(C=C2)OC)N2CCN(CC2)CC2=NOC(=C2)C (6-Bromo-2-(4-methoxy-phenyl)-7-[4-(5-methyl-isoxazol-3-ylmethyl)-piperazin-1-yl]-3H-imidazo[4,5-b]pyridine). Reaction SMILES: [Br:1][C:2]1[C:3]([N:12]2[CH2:17][CH2:16][N:15]([CH2:18][C:19]3[CH:23]=[C:22]([CH3:24])[O:21][N:20]=3)[CH2:14][CH2:13]2)=[C:4]([N+:9]([O-])=O)[C:5]([NH2:8])=[N:6][CH:7]=1.CCO.[CH3:28][O:29][C:30]1[CH:37]=[CH:36][C:33]([CH:34]=O)=[CH:32][CH:31]=1.[O-]S(S([O-])=O)=O.[Na+].[Na+]>C(OCC)C>[Br:1][C:2]1[C:3]([N:12]2[CH2:17][CH2:16][N:15]([CH2:18][C:19]3[CH:23]=[C:22]([CH3:24])[O:21][N:20]=3)[CH2:14][CH2:13]2)=[C:4]2[N:9]=[C:34]([C:33]3[CH:36]=[CH:37][C:30]([O:29][CH3:28])=[CH:31][CH:32]=3)[NH:8][C:5]2=[N:6][CH:7]=1 |f:3.4.5|. Procedure details: To a mixture of 5-bromo-4-[4-(5-methyl-isoxazol-3-ylmethyl)-piperazin-1-yl]-3-nitro-pyridin-2-ylamine (0.044 g, 0.11 mmol) and EtOH (3 ml) was added 4-methoxybenzaldehyde (0.023 g, 0.17 mmol) with the aid of EtOH (1 ml), followed by a freshly prepared aqueous solution of Na2S2O4 (1M; 0.44 ml, 0.44 mmol). The reaction mixture was stirred at 70° C. for 18 h, then allowed to cool to room temperature and concentrated in vacuo. The resulting residue was absorbed on silica, and the free-running powder... Starting materials: CN(C1(CCC(CC1)CC(=O)NCCCCCCC1=CNC2=CC=CC=C12)C1=CC=CC=C1)C (2-(4-Dimethylamino-4-phenylcyclohexyl)-N-[6-(1H-indol-3-yl)hexyl]acetamide), Cl (hydrochloric acid). The solvent is CC(=O)CC (ethyl methyl ketone), C(C)O (ethanol). The product is Cl.CN(C1(CCC(CC1)CC(=O)NCCCCCCC1=CNC2=CC=CC=C12)C1=CC=CC=C1)C (2-(4-Dimethylamino-4-phenylcyclohexyl)-N-[6-(1H-indol-3-yl)hexyl]acetamide hydrochloride). Isolated yield 62.0%. Reaction SMILES: [CH3:1][N:2]([CH3:34])[C:3]1([C:28]2[CH:33]=[CH:32][CH:31]=[CH:30][CH:29]=2)[CH2:8][CH2:7][CH:6]([CH2:9][C:10]([NH:12][CH2:13][CH2:14][CH2:15][CH2:16][CH2:17][CH2:18][C:19]2[C:27]3[C:22](=[CH:23][CH:24]=[CH:25][CH:26]=3)[NH:21][CH:20]=2)=[O:11])[CH2:5][CH2:4]1.[ClH:35]>CC(CC)=O.C(O)C>[ClH:35].[CH3:34][N:2]([CH3:1])[C:3]1([C:28]2[CH:29]=[CH:30][CH:31]=[CH:32][CH:33]=2)[CH2:8][CH2:7][CH:6]([CH2:9][C:10]([NH:12][CH2:13][CH2:14][CH2:15][CH2:16][CH2:17][CH2:18][C:19]2[C:27]3[C:22](=[CH:23][CH:24]=[CH:25][CH:26]=3)[NH:21][CH:20]=2)=[O:11])[CH2:5][CH2:4]1 |f:4.5|. Procedure: 2-(4-Dimethylamino-4-phenylcyclohexyl)-N-[6-(1H-indol-3-yl)hexyl]acetamide (516 mg, 1.12 mmol) was dissolved in a mixture of ethyl methyl ketone (25 ml) and ethanol (5 ml), and 5 M isopropanolic hydrochloric acid (0.44 ml, 2.2 mmol) was added. After 3 h the reaction mixture was concentrated, ether (15 ml) was added and the mixture was concentrated again. The residue was digested with ether (30 ml). After filtration, the product was obtained as a beige-coloured solid in a yield of 62% (342 mg).